This data is from the Open Reaction Database (ORD), a public repository of structured organic reaction records. The task is: describe an organic reaction: reactants, conditions, products, and yield Starting materials: CCOC(C)=O, O=C(CCl)N1CCN(c2ccc(F)cc2)CC1, [K+], [K+], O=C([O-])[O-], CN(C)C=O, Nc1cc(-c2ccco2)[nH]n1. Yields the product Nc1cc(-c2ccco2)nn1CC(=O)N1CCN(c2ccc(F)cc2)CC1. Reaction SMILES: [CH3:40][CH2:41][O:42][C:43](=[O:44])[CH3:45].[Cl:18][CH2:19][C:20](=[O:21])[N:22]1[CH2:23][CH2:24][N:25]([c:28]2[cH:29][cH:30][c:31]([F:34])[cH:32][cH:33]2)[CH2:26][CH2:27]1.[K+:12].[K+:13].[O-:14][C:15]([O-:16])=[O:17].[O:35]=[CH:36][N:37]([CH3:38])[CH3:39].[o:1]1[c:2](-[c:6]2[nH:7][n:8][c:9]([NH2:11])[cH:10]2)[cH:3][cH:4][cH:5]1>>[o:1]1[c:2](-[c:6]2[n:7][n:8]([CH2:19][C:20](=[O:21])[N:22]3[CH2:23][CH2:24][N:25]([c:28]4[cH:29][cH:30][c:31]([F:34])[cH:32][cH:33]4)[CH2:26][CH2:27]3)[c:9]([NH2:11])[cH:10]2)[cH:3][cH:4][cH:5]1. The reactants are C1(=CC=C(C=C1)S(=O)(=O)N=S(=O)(C)C)C (N-(para-Toluenesulfonyl)dimethylsulfoximine), [H-].[Na+] (NaH), C=C1CCC(CC1)=O (4-methylidenecylohexanone). The solvent is [Na+].[Cl-] (NaCl), CS(=O)C (DMSO), CS(=O)C (DMSO). The product is C=C1CCC2(CCO2)CC1 (7-Methylidene-1-oxaspiro[3.5]nonane). Isolated yield 100.2%. RXN SMILES: [C:1]1([CH3:15])[CH:6]=[CH:5][C:4](S(N=S(C)(C)=O)(=O)=O)=[CH:3][CH:2]=1.[H-].[Na+].C=C1CC[C:22](=[O:25])[CH2:21]C1>CS(C)=O.[Na+].[Cl-]>[CH2:15]=[C:1]1[CH2:6][CH2:5][C:4]2([O:25][CH2:22][CH2:21]2)[CH2:3][CH2:2]1 |f:1.2,5.6|. Procedure: N-(para-Toluenesulfonyl)dimethylsulfoximine (1.49 g, 6.01 mmol) and anhydrous DMSO (5 mL) were added to NaH 60% oil dispersion (0.22 g, 5.46 mmol) kept under stirring under anhydrous inert gas atmosphere in a flamed 3 necks flask. The mixture became greenish, and then changed to yellow. After stirring at 35° C. for 10 h, a solution of 4-methylidenecylohexanone (0.2 g, 1.82 mmol) in 5 mL of DMSO was added and the reaction mixture was stirred at 50° C. for 20 h. Afterwards, the reaction mixture wa... The reactants are CC(C)(C)OC(=O)N1CCC(C(=O)O)CC1, ClCCCl, CC1CNCC(C)N1, CN(C)c1ccncc1, ClCCl. The product is CC1CN(C(=O)C2CCN(C(=O)OC(C)(C)C)CC2)CC(C)N1. As a reaction SMILES: [C:1]([CH3:2])([CH3:3])([CH3:4])[O:5][C:6](=[O:7])[N:8]1[CH2:9][CH2:10][CH:11]([C:14](=[O:15])[OH:16])[CH2:12][CH2:13]1.[CH2:25]([Cl:26])[CH2:27][Cl:28].[CH3:17][CH:18]1[NH:19][CH:20]([CH3:24])[CH2:21][NH:22][CH2:23]1.[CH3:29][N:30]([c:31]1[cH:32][cH:33][n:34][cH:35][cH:36]1)[CH3:37].[Cl:38][CH2:39][Cl:40]>>[C:1]([CH3:2])([CH3:3])([CH3:4])[O:5][C:6](=[O:7])[N:8]1[CH2:9][CH2:10][CH:11]([C:14](=[O:16])[N:22]2[CH2:21][CH:20]([CH3:24])[NH:19][CH:18]([CH3:17])[CH2:23]2)[CH2:12][CH2:13]1. Reactants: OC12CC3(CC(CC(C1)C3)C2)O (1,3-dihydroxyadamantane), S(O)(O)(=O)=O (sulfuric acid), C12CC3CC(CC(C1)C3)C2 (adamantane), C(C(=C)C)(=O)OC(C)(C)C12CC3(CC(CC(C1)C3)C2)C(C)(C)OC(C(=C)C)=O (2-methacryloyloxy-2-(3-(2-methacryloyloxy-2-propyl)-1-adamantyl)propane). Solvent: C(=O)O (formic acid), ClCCCl (1,2-dichloroethane). The product is OC12CC3(CC(CC(C1)C3)C2)O (1,3-dihydroxyadamantane), C12(CC3(CC(CC(C1)C3)C2)C(=O)O)C(=O)O (1,3-adamantanedicarboxylic acid). RXN SMILES: [C:1]([O:6]C(C12CC3CC(CC(C(OC(=O)C(C)=C)(C)C)(C3)C1)C2)(C)C)(=[O:5])C(C)=C.[CH:29]12[CH2:38][CH:33]3[CH2:34][CH:35]([CH2:37][CH:31]([CH2:32]3)[CH2:30]1)[CH2:36]2.[OH:39][C:40]12[CH2:49][CH:44]3[CH2:45][CH:46]([CH2:48][C:42]([OH:50])([CH2:43]3)[CH2:41]1)[CH2:47]2.S(=O)(=O)(O)[OH:52]>C(O)=O.ClCCCl>[OH:39][C:40]12[CH2:49][CH:44]3[CH2:45][CH:46]([CH2:48][C:42]([OH:50])([CH2:43]3)[CH2:41]1)[CH2:47]2.[C:29]12([C:42]([OH:50])=[O:52])[CH2:38][CH:33]3[CH2:34][CH:35]([CH2:37][C:31]([C:1]([OH:6])=[O:5])([CH2:32]3)[CH2:30]1)[CH2:36]2. Reported procedure: The synthesis of 2-methacryloyloxy-2-(3-(2-methacryloyloxy-2-propyl)-1-adamantyl)propane was performed by the following method. First, according to the method described in Japanese Patent Application Laid-open No. 2002-167342, 100 g of 1,3-dihydroxyadamantane was synthesized from adamantane. Next, a four-necked flask equipped with a stirrer, a thermometer, a dropping funnel and a Dimroth condenser was charged with 100 g of 1,3-dihydroxyadamantane, 500 mL of 1,2-dichloroethane and 800 g of 96% su...